Dataset: the Open Reaction Database (ORD), a public repository of structured organic reaction records. Task: describe an organic reaction: reactants, conditions, products, and yield Starting materials: BrC=1C=CC(=NC1)C(=O)OC (methyl 5-bromopyridine-2-carboxylate), [Li+].[OH-] (LiOH), CN(C)C=O (DMF), [SH-].[Na+] (sodium sulfanide), BrCC1CCC1 (Bromomethylcyclobutane). Reaction conditions: temperature 65 celsius, time 30 minute. Product: C1(CCC1)CS(=O)(=O)C=1C=CC(=NC1)C(=O)O (5-(Cyclobutylmethylsulfonyl)picolinic acid). Reaction SMILES: Br[C:2]1[CH:3]=[CH:4][C:5]([C:8]([O:10]C)=[O:9])=[N:6][CH:7]=1.[SH-:12].[Na+].Br[CH2:15][CH:16]1[CH2:19][CH2:18][CH2:17]1.[Li+].[OH-:21].CN(C=[O:26])C>>[CH:16]1([CH2:15][S:12]([C:2]2[CH:3]=[CH:4][C:5]([C:8]([OH:10])=[O:9])=[N:6][CH:7]=2)(=[O:26])=[O:21])[CH2:19][CH2:18][CH2:17]1 |f:1.2,4.5|. Procedure details: To a 100 mL round bottom flask was added methyl 5-bromopyridine-2-carboxylate (0.5 g, 2.3 mmol) followed by DMF (5 mL) and sodium sulfanide (259 mg, 4.6 mmol). The reaction was heated at 65° C. overnight. Bromomethylcyclobutane (260 μL, 2.3 mmol) was added and the reaction was allowed to stir for 30 minutes while cooling to 25° C. The reaction was then quenched with brine and extracted with ethyl acetate 3 times. The organic layers were combined and dried over sodium sulfate and the solvent was ... Run in C(C)O (ethanol). Reported procedure: A mixture of 5-carbamoyl-nicotinic acid (compound F3) (5.00 g) and phosphorus oxychloride (50 mL, 0.55 mol) is heated to 100° C. for 5 h. After usual workup the crude product is dissolved in ethanol acidified with hydrochloric acid and hydrogenated with the use of Pd/C (1.00 g, 5% Pd) at 4 bar hydrogen pressure for 16 h. After filtration of the catalyst, the mixture is evaporated, and the residue is treated with ethanol and extracted several times with chloroform. Product: NCC=1C=NC=C(C(=O)O)C1 (5-Aminomethyl-nicotinic Acid). The reactants are Cl (hydrochloric acid), [H][H] (hydrogen), C(N)(=O)C=1C=NC=C(C(=O)O)C1 (5-carbamoyl-nicotinic acid), C(N)(=O)C=1C=NC=C(C(=O)O)C1 (5-carbamoyl-nicotinic acid), P(=O)(Cl)(Cl)Cl (phosphorus oxychloride), crude product. Reaction SMILES: [C:1]([C:4]1[CH:5]=[N:6][CH:7]=[C:8]([CH:12]=1)[C:9]([OH:11])=[O:10])(=O)[NH2:2].P(Cl)(Cl)(Cl)=O.Cl.[H][H]>C(O)C.[Pd]>[NH2:2][CH2:1][C:4]1[CH:5]=[N:6][CH:7]=[C:8]([CH:12]=1)[C:9]([OH:11])=[O:10]. Reaction conditions: temperature 100 celsius. The reagents and catalysts are [Pd] (Pd/C).